From a dataset of the Open Reaction Database (ORD), a public repository of structured organic reaction records. describe an organic reaction: reactants, conditions, products, and yield Reactants: CC1=NC2=CC(=CC=C2C(=N1)N1CCOC2=C(C1)C=C(C=C2)C=2C=CC(=NC2)N)OC (5-{4-[2-methyl-7-(methyloxy)quinazolin-4-yl]-2,3,4,5-tetrahydro-1,4-benzoxazepin-7-yl}pyridin-2-amine), BrC=1C=CC(=NC1)N (5-bromo-2-aminopyridine), ClC1=NC(=NC2=CC(=CC=C12)OC)C (4-chloro-7-methoxy-2-methylquinazoline). The product is CC1=NC2=CC(=CC=C2C(=N1)N1CCOC2=C(C1)C=C(C=C2)C=2C=C1C(=NC2)NC=C1)OC (4-[2-methyl-7-(methyloxy)quinazolin-4-yl]-7-(1H-pyrrolo[2,3-b]pyridin-5-yl)-2,3,4,5-tetrahydro-1,4-benzoxazepine). RXN SMILES: [CH3:1][C:2]1[N:11]=[C:10]([N:12]2[CH2:18][C:17]3[CH:19]=[C:20]([C:23]4[CH:24]=[CH:25][C:26]([NH2:29])=[N:27][CH:28]=4)[CH:21]=[CH:22][C:16]=3[O:15][CH2:14][CH2:13]2)[C:9]2[C:4](=[CH:5][C:6]([O:30][CH3:31])=[CH:7][CH:8]=2)[N:3]=1.Br[C:33]1C=CC(N)=N[CH:38]=1.ClC1C2C(=CC(OC)=CC=2)N=C(C)N=1>>[CH3:1][C:2]1[N:11]=[C:10]([N:12]2[CH2:18][C:17]3[CH:19]=[C:20]([C:23]4[CH:24]=[C:25]5[CH:38]=[CH:33][NH:29][C:26]5=[N:27][CH:28]=4)[CH:21]=[CH:22][C:16]=3[O:15][CH2:14][CH2:13]2)[C:9]2[C:4](=[CH:5][C:6]([O:30][CH3:31])=[CH:7][CH:8]=2)[N:3]=1. Reported procedure: (5-{4-[2-methyl-7-(methyloxy)quinazolin-4-yl]-2,3,4,5-tetrahydro-1,4-benzoxazepin-7-yl}pyridin-2-amine. Synthesized according to the method of example 3 using 5-bromo-2-aminopyridine in step 1 and 4-chloro-7-methoxy-2-methylquinazoline in step 3. 1H NMR (400 MHz, DMSO-d6): 11.9 (s, 1H, AcOH), 8.21 (d, 1H), 7.87 (d, 1H), 7.67 (dd, 1H), 7.55 (m, 1H), 7.38 (dd, 1H), 7.10 (d, 1H), 7.02 (dd, 1H), 6.96 (d, 1H), 6.52 (d, 1H), 6.03 (s, 2H), 4.96 (s, 2H), 4.38 (m, 2H), 4.13 (m, 2H), 3.87 (s, 3H), 2.42 (s... Reactants: NC1=CC(=C(OC=2C=C3C=NNC3=CC2)C=C1)F (5-(4-Amino-2-fluorophenoxy)-1H-indazole), NC1=NC(=CC(=N1)C(=O)OC)Cl (methyl 2-amino-6-chloropyrimidine-4-carboxylate). Product: NC1=NC(=CC(=N1)C(=O)OC)NC1=CC(=C(C=C1)OC=1C=C2C=NNC2=CC1)F (Methyl 2-amino-6-{[3-fluoro-4-(1H-indazol-5-yloxy)phenyl]amino}pyrimidine-4-carboxylate). As a reaction SMILES: [NH2:1][C:2]1[CH:17]=[CH:16][C:5]([O:6][C:7]2[CH:8]=[C:9]3[C:13](=[CH:14][CH:15]=2)[NH:12][N:11]=[CH:10]3)=[C:4]([F:18])[CH:3]=1.[NH2:19][C:20]1[N:25]=[C:24]([C:26]([O:28][CH3:29])=[O:27])[CH:23]=[C:22](Cl)[N:21]=1>>[NH2:19][C:20]1[N:25]=[C:24]([C:26]([O:28][CH3:29])=[O:27])[CH:23]=[C:22]([NH:1][C:2]2[CH:17]=[CH:16][C:5]([O:6][C:7]3[CH:8]=[C:9]4[C:13](=[CH:14][CH:15]=3)[NH:12][N:11]=[CH:10]4)=[C:4]([F:18])[CH:3]=2)[N:21]=1. Procedure: Analogously to example 53, the title compound is synthesized from 1.01 g (4.05 mmol) of 5-(4-amino-2-fluorophenoxy)-1H-indazole (from example XII) and 0.84 g (4.06 mmol) of methyl 2-amino-6-chloropyrimidine-4-carboxylate. The reactants are [Si](C)(C)(C(C)(C)C)O[C@H]1C[C@@H](CC2=CC=C3[C@@H]4CC[C@H](C(C)C(=O)O)[C@]4(CC[C@@H]3[C@@]12C)C)O[Si](C)(C)C(C)(C)C (1α,3β-bis(t-butyldimethylsilyloxy)pregna-5,7-diene-20-carboxylic acid), COC(=O)O[C@H]1C[C@@H](CC2=CC=C3[C@@H]4CC[C@H](C(C)C(=O)O)[C@]4(CC[C@@H]3[C@@]12C)C)OC(=O)OC (1α,3β-bis(methoxycarbonyloxy)pregna-5,7-diene-20-carboxylic acid). The product is [Si](C)(C)(C(C)(C)C)O[C@H]1C[C@@H](CC2=CC=C3[C@@H]4CC[C@H](C(C)C(=O)OC)[C@]4(CC[C@@H]3[C@@]12C)C)O[Si](C)(C)C(C)(C)C (methyl 1α,3β-bis(t-butyldimethylsilyloxy)pregna-5,7-diene-20-carboxylate). The yield is 84.6%. RXN SMILES: [Si:1]([O:8][C@@H:9]1[C@@:30]2([CH3:31])[C:13](=[CH:14][CH:15]=[C:16]3[C@@H:29]2[CH2:28][CH2:27][C@@:26]2([CH3:32])[C@H:17]3[CH2:18][CH2:19][C@@H:20]2[CH:21]([C:23]([OH:25])=[O:24])[CH3:22])[CH2:12][C@@H:11]([O:33][Si:34]([C:37]([CH3:40])([CH3:39])[CH3:38])([CH3:36])[CH3:35])[CH2:10]1)([C:4]([CH3:7])([CH3:6])[CH3:5])([CH3:3])[CH3:2].[CH3:41]OC(O[C@@H]1[C@@]2(C)C(=CC=C3[C@@H]2CC[C@@]2(C)[C@H]3CC[C@@H]2C(C(O)=O)C)C[C@@H](OC(OC)=O)C1)=O>>[Si:1]([O:8][C@@H:9]1[C@@:30]2([CH3:31])[C:13](=[CH:14][CH:15]=[C:16]3[C@@H:29]2[CH2:28][CH2:27][C@@:26]2([CH3:32])[C@H:17]3[CH2:18][CH2:19][C@@H:20]2[CH:21]([C:23]([O:25][CH3:41])=[O:24])[CH3:22])[CH2:12][C@@H:11]([O:33][Si:34]([C:37]([CH3:39])([CH3:38])[CH3:40])([CH3:35])[CH3:36])[CH2:10]1)([C:4]([CH3:7])([CH3:6])[CH3:5])([CH3:3])[CH3:2]. Procedure details: The procedure of Example 7 was repeated except that 112 mg of 1α,3β-bis(t-butyldimethylsilyloxy)pregna-5,7-diene-20-carboxylic acid obtained in Example 23 was used in lieu of 85 mg of 1α,3β-bis(methoxycarbonyloxy)pregna-5,7-diene-20-carboxylic acid to give 91 mg of methyl 1α,3β-bis(t-butyldimethylsilyloxy)pregna-5,7-diene-20-carboxylate. The reactants are [BH4-], COc1cc(C(=O)N(C)c2ccc(C)cc2OCCCCCC(=O)N2CCC(=O)CC2)ccc1NC(=O)c1ccccc1OCCCNC(=O)OC(C)(C)C, CO, [Na+]. Yields the product COc1cc(C(=O)N(C)c2ccc(C)cc2OCCCCCC(=O)N2CCC(O)CC2)ccc1NC(=O)c1ccccc1OCCCNC(=O)OC(C)(C)C. RXN SMILES: [BH4-:56].[C:1]([CH3:2])([CH3:3])([CH3:4])[O:5][C:6](=[O:7])[NH:8][CH2:9][CH2:10][CH2:11][O:12][c:13]1[c:14]([C:15](=[O:16])[NH:17][c:18]2[c:19]([O:50][CH3:51])[cH:20][c:21]([C:22](=[O:23])[N:24]([c:25]3[c:26]([O:32][CH2:33][CH2:34][CH2:35][CH2:36][CH2:37][C:38](=[O:39])[N:40]4[CH2:41][CH2:42][C:43](=[O:46])[CH2:44][CH2:45]4)[cH:27][c:28]([CH3:31])[cH:29][cH:30]3)[CH3:47])[cH:48][cH:49]2)[cH:52][cH:53][cH:54][cH:55]1.[CH3:58][OH:59].[Na+:57]>>[C:1]([CH3:2])([CH3:3])([CH3:4])[O:5][C:6](=[O:7])[NH:8][CH2:9][CH2:10][CH2:11][O:12][c:13]1[c:14]([C:15](=[O:16])[NH:17][c:18]2[c:19]([O:50][CH3:51])[cH:20][c:21]([C:22](=[O:23])[N:24]([c:25]3[c:26]([O:32][CH2:33][CH2:34][CH2:35][CH2:36][CH2:37][C:38](=[O:39])[N:40]4[CH2:41][CH2:42][CH:43]([OH:46])[CH2:44][CH2:45]4)[cH:27][c:28]([CH3:31])[cH:29][cH:30]3)[CH3:47])[cH:48][cH:49]2)[cH:52][cH:53][cH:54][cH:55]1. Reactants: hydrochloride salt, CC1=CC=C(C=C1)S(=O)(=O)OCC1OC2=C(C1)C=C(C=C2C2=C(C(=CC=C2)Cl)Cl)Cl ((±)-[5-chloro-7-(2,3-dichlorophenyl)-2,3-dihydro-1-benzofuran-2-yl]methyl 4-methylbenzenesulfonate), CN (methylamine). Product: ClC=1C=C(C2=C(CC(O2)CNC)C1)C1=C(C(=CC=C1)Cl)Cl ((±)-{[5-chloro-7-(2,3-dichlorophenyl)-2,3-dihydro-1-benzofuran-2-yl]methyl}methylamine). As a reaction SMILES: CC1C=CC(S(O[CH2:12][CH:13]2[CH2:17][C:16]3[CH:18]=[C:19]([Cl:30])[CH:20]=[C:21]([C:22]4[CH:27]=[CH:26][CH:25]=[C:24]([Cl:28])[C:23]=4[Cl:29])[C:15]=3[O:14]2)(=O)=O)=CC=1.[CH3:31][NH2:32]>>[Cl:30][C:19]1[CH:20]=[C:21]([C:22]2[CH:27]=[CH:26][CH:25]=[C:24]([Cl:28])[C:23]=2[Cl:29])[C:15]2[O:14][CH:13]([CH2:12][NH:32][CH3:31])[CH2:17][C:16]=2[CH:18]=1. Procedure details: The title compound was prepared (0.051 g, 40%) following the general procedure of Example 390 as a white solid, hydrochloride salt from (±)-[5-chloro-7-(2,3-dichlorophenyl)-2,3-dihydro-1-benzofuran-2-yl]methyl 4-methylbenzenesulfonate (0.165 g, 0.341 mmol) and methylamine (0.106 g, 3.41 mmol). mp 219-221° C. Reactants: C(C)(C)(C)NC1=C(C(=O)C2=CC=CC=C2)C=CC=C1 (2-(tert-butylamino)benzophenone), ClCC(=O)Cl (chloroacetyl chloride). Solvent: C1(=CC=CC=C1)C (toluene). Yields the product ClCC(=O)N(C(C)(C)C)C1=C(C(=O)C2=CC=CC=C2)C=CC=C1 (2-[N-(2-chloroacetyl)-N-tert-butylamino]benzophenone). As a reaction SMILES: [C:1]([NH:5][C:6]1[CH:19]=[CH:18][CH:17]=[CH:16][C:7]=1[C:8]([C:10]1[CH:15]=[CH:14][CH:13]=[CH:12][CH:11]=1)=[O:9])([CH3:4])([CH3:3])[CH3:2].[Cl:20][CH2:21][C:22](Cl)=[O:23]>C1(C)C=CC=CC=1>[Cl:20][CH2:21][C:22]([N:5]([C:6]1[CH:19]=[CH:18][CH:17]=[CH:16][C:7]=1[C:8]([C:10]1[CH:11]=[CH:12][CH:13]=[CH:14][CH:15]=1)=[O:9])[C:1]([CH3:4])([CH3:2])[CH3:3])=[O:23]. Procedure details: A mixture of 2-(tert-butylamino)benzophenone (7.5 g) and chloroacetyl chloride (20 ml) in anhydrous toluene (250 ml) was refluxed for 2 hours under nitrogen. Solvents were removed under vacuum and the remaining residue was dissolved in ethyl acetate (250 ml), washed with 5% sodium bicarbonate solution, dried (MgSO4) and concentrated. Flash chromatography of the residue (silica gel, toluene-ethyl acetate, 99:1 to 95:5) gave the title compound (7 g) as a solid; δH (360 MHz, CDCl3) 7.87-7.84 (2H, m... The reactants are FC1=NC=C(C=C1C1=NC(=NC(=N1)C)N(CC1=CC=C(C=C1)OC)CC1=CC=C(C=C1)OC)[C@@H](C)N1CCN(CC1)S(=O)(=O)C ((R)-4-(2-fluoro-5-(1-(4-(methylsulfonyl)piperazin-1-yl)ethyl)pyridin-3-yl)-N,N-bis(4-methoxybenzyl)-6-methyl-1,3,5-triazin-2-amine), FC=1C=C(C=NC1OC)N (5-fluoro-6-methoxypyridin-3-amine), C[Si](C)(C)[N-][Si](C)(C)C.[Li+] (Lithium bis(trimethylsilyl)amide). The solvent is C1CCOC1 (THF). Run at temperature 0 celsius, time 1 hour. Product: FC=1C=C(C=NC1OC)NC1=NC=C(C=C1C1=NC(=NC(=N1)C)N(CC1=CC=C(C=C1)OC)CC1=CC=C(C=C1)OC)[C@@H](C)N1CCN(CC1)S(=O)(=O)C ((R)-4-(2-(5-fluoro-6-methoxypyridin-3-ylamino)-5-(1-(4-(methylsulfonyl)piperazin-1-yl)ethyl)pyridin-3-yl)-N,N-bis(4-methoxybenzyl)-6-methyl-1,3,5-triazin-2-amine). Yield: 90.1%. As a reaction SMILES: C[Si]([N-][Si](C)(C)C)(C)C.[Li+].F[C:12]1[C:17]([C:18]2[N:23]=[C:22]([CH3:24])[N:21]=[C:20]([N:25]([CH2:35][C:36]3[CH:41]=[CH:40][C:39]([O:42][CH3:43])=[CH:38][CH:37]=3)[CH2:26][C:27]3[CH:32]=[CH:31][C:30]([O:33][CH3:34])=[CH:29][CH:28]=3)[N:19]=2)=[CH:16][C:15]([C@H:44]([N:46]2[CH2:51][CH2:50][N:49]([S:52]([CH3:55])(=[O:54])=[O:53])[CH2:48][CH2:47]2)[CH3:45])=[CH:14][N:13]=1.[F:56][C:57]1[CH:58]=[C:59]([NH2:65])[CH:60]=[N:61][C:62]=1[O:63][CH3:64]>C1COCC1>[F:56][C:57]1[CH:58]=[C:59]([NH:65][C:12]2[C:17]([C:18]3[N:23]=[C:22]([CH3:24])[N:21]=[C:20]([N:25]([CH2:35][C:36]4[CH:37]=[CH:38][C:39]([O:42][CH3:43])=[CH:40][CH:41]=4)[CH2:26][C:27]4[CH:28]=[CH:29][C:30]([O:33][CH3:34])=[CH:31][CH:32]=4)[N:19]=3)=[CH:16][C:15]([C@H:44]([N:46]3[CH2:47][CH2:48][N:49]([S:52]([CH3:55])(=[O:53])=[O:54])[CH2:50][CH2:51]3)[CH3:45])=[CH:14][N:13]=2)[CH:60]=[N:61][C:62]=1[O:63][CH3:64] |f:0.1|. Procedure: Lithium bis(trimethylsilyl)amide (1.0 M in hexane; 31.9 mL, 31.9 mmol) was added (dropwise over 10 min) to a mixture of (R)-4-(2-fluoro-5-(1-(4-(methylsulfonyl)piperazin-1-yl)ethyl)pyridin-3-yl)-N,N-bis(4-methoxybenzyl)-6-methyl-1,3,5-triazin-2-amine (Example 146, Step 6; 6.75 g, 10.62 mmol) and 5-fluoro-6-methoxypyridin-3-amine (Anichem, North Brunswick, N.J.; 2.264 g, 15.93 mmol) in THF (100 mL) at 0° C., and the resulting solution was stirred at 0° C. for 1 h. Excess LiHMDS was then quenched ... Procedure: Into a solution of 3.45 g (150 mmol) of sodium in 100 ml methanol, here were sequentially added 10.98 g (47 mmol) 4-bromobenzamidine hydrochloride and 11.15 g (47 mmol) of phenyl malonic acid ethyl ester. The mixture was heated for 12 hours at 80° C. The deep yellow reaction solution was filtered to remove the precipitated sodium chloride and thereafter the pyrimidine was precipitated with 10 ml of 2 molar hydrochloric acid as an intensive yellow solid. The solid was sequentially washed with wat... RXN SMILES: [Na].Cl.[Br:3][C:4]1[CH:12]=[CH:11][C:7]([C:8]([NH2:10])=[NH:9])=[CH:6][CH:5]=1.C([O:15][C:16](=O)[CH:17]([C:21]1[CH:26]=[CH:25][CH:24]=[CH:23][CH:22]=1)[C:18](O)=[O:19])C>CO>[Br:3][C:4]1[CH:12]=[CH:11][C:7]([C:8]2[N:10]=[C:18]([OH:19])[C:17]([C:21]3[CH:26]=[CH:25][CH:24]=[CH:23][CH:22]=3)=[C:16]([OH:15])[N:9]=2)=[CH:6][CH:5]=1 |f:1.2,^1:0|. The solvent is CO (methanol). Run at temperature 80 celsius. Yields the product BrC1=CC=C(C=C1)C1=NC(=C(C(=N1)O)C1=CC=CC=C1)O (2-(4-bromophenyl)-5-phenyl-4,6-dihydroxypyrimidine). Reactants: [Na] (sodium), Cl.BrC1=CC=C(C(=N)N)C=C1 (4-bromobenzamidine hydrochloride), C(C)OC(C(C(=O)O)C1=CC=CC=C1)=O (phenyl malonic acid ethyl ester).